This data is from the Open Reaction Database (ORD), a public repository of structured organic reaction records. The task is: describe an organic reaction: reactants, conditions, products, and yield Starting materials: C1CN(CCC2=C1C=CC=C2)C(C)=O (1-(1,2,4,5-tetrahydro-benzo[d]azepin-3-yl)-ethanone), C(C1=CC=CC=C1)(=O)OOC(C1=CC=CC=C1)=O (dibenzoylperoxide), BrN1C(CCC1=O)=O (N-bromosuccinimide). The solvent is C(Cl)(Cl)(Cl)Cl (carbon tetrachloride). Yields the product BrC=1C2=C(CCN(C1)C(C)=O)C=CC=C2 (1-(5-bromo-1,2-dihydro-benzo[d]azepin-3-yl)-ethanone). RXN SMILES: [CH2:1]1[C:7]2[CH:8]=[CH:9][CH:10]=[CH:11][C:6]=2[CH2:5][CH2:4][N:3]([C:12](=[O:14])[CH3:13])[CH2:2]1.C(OOC(=O)C1C=CC=CC=1)(=O)C1C=CC=CC=1.[Br:33]N1C(=O)CCC1=O>C(Cl)(Cl)(Cl)Cl>[Br:33][C:5]1[C:6]2[CH:11]=[CH:10][CH:9]=[CH:8][C:7]=2[CH2:1][CH2:2][N:3]([C:12](=[O:14])[CH3:13])[CH:4]=1. Procedure details: reaction of the 1-(1,2,4,5-tetrahydro-benzo[d]azepin-3-yl)-ethanone [J. Heterocycl. Chem. (1971), 8(5), 779-831] with dibenzoylperoxide and N-bromosuccinimide in carbon tetrachloride at reflux yielded the 1-(5-bromo-1,2-dihydro-benzo[d]azepin-3-yl)-ethanone; hydrogenation of the 1-(5-bromo-1,2-dihydro-benzo[d]azepin-3-yl)-ethanone with tritium using Pd/C in methanol in the presence of triethylamine yielded the 1-(1,1,2-tritritio-1,2,4,5-tetrahydro-benzo [d]azepin-3-yl) -ethanone; treatment of th... Reactants: C(C)(C)(C)NS(=O)(=O)CC1=CC=CC=C1 (N-tert-butyl-1-phenyl-methanesulfonamide), [H-].[Na+] (sodium hydride), O (Water), BrC1=CC=C(C=C1)CBr (1-Bromo-4-(bromomethyl)benzene). Solvent: CN(C(C)=O)C (N,N-dimethylacetamide), CCOC(=O)C (EtOAc). Reaction conditions: time 30 minute. Product: BrC1=CC=C(C=C1)CN(S(=O)(=O)CC1=CC=CC=C1)C(C)(C)C (N-[(4-bromophenyl)methyl]-N-tert-butyl-1-phenyl-methanesulfonamide). Yield: 67.8%. As a reaction SMILES: [C:1]([NH:5][S:6]([CH2:9][C:10]1[CH:15]=[CH:14][CH:13]=[CH:12][CH:11]=1)(=[O:8])=[O:7])([CH3:4])([CH3:3])[CH3:2].[H-].[Na+].[Br:18][C:19]1[CH:24]=[CH:23][C:22]([CH2:25]Br)=[CH:21][CH:20]=1.O>CN(C)C(=O)C.CCOC(C)=O>[Br:18][C:19]1[CH:24]=[CH:23][C:22]([CH2:25][N:5]([C:1]([CH3:4])([CH3:2])[CH3:3])[S:6]([CH2:9][C:10]2[CH:15]=[CH:14][CH:13]=[CH:12][CH:11]=2)(=[O:8])=[O:7])=[CH:21][CH:20]=1 |f:1.2|. Reported procedure: To a solution of N-tert-butyl-1-phenyl-methanesulfonamide (1 g, 4.39 mmol) in N,N-dimethylacetamide (15 mL) was added sodium hydride (60% in mineral oil) (211 mg, 5.3 mmol) and the reaction was stirred at ambient temperature for 30 minutes. 1-Bromo-4-(bromomethyl)benzene (1.21 g, 4.83 mmol) was then added and the reaction was stirred at 80° C. for 16 hours. Water was added and the reaction was diluted with EtOAc and washed with water (×2) and brine, dried with MgSO4, concentrated and purified by... The reactants are C(C)(C)(C)OC(=O)NCC1=CC=C(CN2CCC(CC2)C2=CC=CC=C2)C=C1 (1-[4-[N-(tert-butoxycarbonyl)aminomethyl]benzyl]-4-phenylpiperidine), Cl (hydrochloric acid). Solvent: C(C)O (ethanol). Run at time 2 hour. Product: Cl.Cl.NCC1=CC=C(CN2CCC(CC2)C2=CC=CC=C2)C=C1 (1-[4-(aminomethyl)benzyl]-4-phenylpiperidine dihydrochloride). Reaction SMILES: C(OC([NH:8][CH2:9][C:10]1[CH:28]=[CH:27][C:13]([CH2:14][N:15]2[CH2:20][CH2:19][CH:18]([C:21]3[CH:26]=[CH:25][CH:24]=[CH:23][CH:22]=3)[CH2:17][CH2:16]2)=[CH:12][CH:11]=1)=O)(C)(C)C.[ClH:29]>C(O)C>[ClH:29].[ClH:29].[NH2:8][CH2:9][C:10]1[CH:11]=[CH:12][C:13]([CH2:14][N:15]2[CH2:20][CH2:19][CH:18]([C:21]3[CH:22]=[CH:23][CH:24]=[CH:25][CH:26]=3)[CH2:17][CH2:16]2)=[CH:27][CH:28]=1 |f:3.4.5|. Procedure details: To 5.77 g (15.16 mM) of 1-[4-[N-(tert-butoxycarbonyl)aminomethyl]benzyl]-4-phenylpiperidine was added 10 ml (120 mM) of 12N-hydrochloric acid at room temperature and the mixture was stirred at the prevailing temperature for 2 hours. To this reaction mixture was added ethanol and the mixture was concentrated under reduced pressure. To the residue were added ethanol and diethyl ether and the resulting crystals were harvested by filtration. This crystal crop was rinsed with ethanol and diethyl ethe... Conditions: time 10 minute. The reactants are COC=1C=C(C=CC1OC)C#CC(=O)O (3-(3,4-Dimethoxyphenyl)prop-2-ynoic acid), S(=O)(Cl)Cl (thionylchloride), N1=CC=CC=C1 (pyridine), N1CCOCC1 (morpholine). Reaction SMILES: [CH3:1][O:2][C:3]1[CH:4]=[C:5]([C:11]#[C:12][C:13]([OH:15])=O)[CH:6]=[CH:7][C:8]=1[O:9][CH3:10].S(Cl)([Cl:18])=O.N1C=CC=CC=1.[NH:26]1[CH2:31][CH2:30][O:29][CH2:28][CH2:27]1>C1(C)C=CC=CC=1>[Cl:18][C:11]([C:5]1[CH:6]=[CH:7][C:8]([O:9][CH3:10])=[C:3]([O:2][CH3:1])[CH:4]=1)=[CH:12][C:13]([N:26]1[CH2:31][CH2:30][O:29][CH2:28][CH2:27]1)=[O:15]. Reported procedure: 20.6 g (0.1 mol) of 3-(3,4-Dimethoxyphenyl)prop-2-ynoic acid and 36 ml (0.5 mol) of thionylchloride are stirred at room temperature for 2 hours. The excess thionylchloride is evaporated and the residue dissolved in 50 ml of toluene. This solution is added under ice cooling and stirring to a solution of 50 ml of pyridine and 10.9 g (0.125 mol) of morpholine in 100 ml of toluene. After 10 minutes of further stirring at room temperature the mixture is heated to 90° C. for 10 minutes. The mixture is... Product: ClC(=CC(=O)N1CCOCC1)C1=CC(=C(C=C1)OC)OC (3-Chloro-3-(3,4-dimethoxyphenyl)-1-morpholin-4-ylprop-2-en-1-one). Run in C1(=CC=CC=C1)C (toluene). Starting materials: CCOCC, Cc1cc2c(c(C)c1O)CCC1(CCC1)O2, CCOC(C)=O, O=S(=O)(Cl)Cl. Yields the product Cc1c(O)c(C)c2c(c1Cl)OC1(CCC1)CC2. As a reaction SMILES: [CH2:28]([O:29][CH2:30][CH3:31])[CH3:32].[CH3:1][c:2]1[c:3]2[c:8]([cH:9][c:10]([CH3:13])[c:11]1[OH:12])[O:7][C:6]1([CH2:5][CH2:4]2)[CH2:14][CH2:15][CH2:16]1.[CH3:22][CH2:23][O:24][C:25](=[O:26])[CH3:27].[S:17]([Cl:18])(=[O:19])([Cl:20])=[O:21]>>[CH3:1][c:2]1[c:3]2[c:8]([c:9]([Cl:20])[c:10]([CH3:13])[c:11]1[OH:12])[O:7][C:6]1([CH2:5][CH2:4]2)[CH2:14][CH2:15][CH2:16]1.